From a dataset of the Open Reaction Database (ORD), a public repository of structured organic reaction records. describe an organic reaction: reactants, conditions, products, and yield Starting materials: CO, [K+], [K+], CC(=O)OC(CN=[N+]=[N-])c1cccc(C)n1, O=C([O-])[O-]. The product is Cc1cccc(C(O)CN=[N+]=[N-])n1. As a reaction SMILES: [CH3:23][OH:24].[K+:17].[K+:18].[N:1](=[N+:2]=[N-:3])[CH2:4][CH:5]([c:6]1[n:7][c:8]([CH3:12])[cH:9][cH:10][cH:11]1)[O:13][C:14](=[O:15])[CH3:16].[O-:19][C:20]([O-:21])=[O:22]>>[N:1](=[N+:2]=[N-:3])[CH2:4][CH:5]([c:6]1[n:7][c:8]([CH3:12])[cH:9][cH:10][cH:11]1)[OH:13]. The reactants are BrCC1=CC(=CC=C1)CC (1-Bromomethyl-3-ethylbenzene), C(CCC)[Li] (n-Butyllithium), solution, CC1=C(C=CC(=C1)C)C=1OCC(N1)(C)C (2-[2,4-Dimethylphenyl]-4,5-dihydro-4,4-dimethyloxazole). The solvent is CCCC(C)C (isohexane), O1CCCC1 (tetrahydrofuran). Reaction conditions: time 1 hour. The product is C(C)C=1C=C(C=CC1)CCC1=C(C=CC(=C1)C)C=1OCC(N1)(C)C (2-[2-[2-[3-Ethylphenyl]ethyl]-4-methylphenyl]-4,5-dihydro-4,4-dimethyloxazole). As a reaction SMILES: C([Li])CCC.[CH3:6][C:7]1[CH:12]=[C:11]([CH3:13])[CH:10]=[CH:9][C:8]=1[C:14]1[O:15][CH2:16][C:17]([CH3:20])([CH3:19])[N:18]=1.Br[CH2:22][C:23]1[CH:28]=[CH:27][CH:26]=[C:25]([CH2:29][CH3:30])[CH:24]=1>CCCC(C)C.O1CCCC1>[CH2:29]([C:25]1[CH:24]=[C:23]([CH2:22][CH2:6][C:7]2[CH:12]=[C:11]([CH3:13])[CH:10]=[CH:9][C:8]=2[C:14]2[O:15][CH2:16][C:17]([CH3:20])([CH3:19])[N:18]=2)[CH:28]=[CH:27][CH:26]=1)[CH3:30]. Procedure: n-Butyllithium (16.8 ml of a 2.5M solution in isohexane) was added dropwise to a stirred solution of the product of step (iii) (8.13 g) in dry tetrahydrofuran (ISOml) at 0° C. under nitrogen. After 1 hour, the product of step (ii) (8.0 g) in tetrahydrofliran (60 ml) was added. After 1 hour, the reaction was quenched with aqueous ammonium chloride and partitioned between ethyl acetate and water. The organic solution was dried (MgSO4) and evaporated. Purification was by chromatography eluting with... The reactants are ClCc1ccccc1, CC(C)(Cc1c(Cc2ccc(Cl)cc2)c2ccc(OCc3ccc4ccccc4n3)cc2n1S(=O)(=O)c1ccccc1)C(=O)O. Yields the product CC(C)(Cc1c(Cc2ccc(Cl)cc2)c2ccc(OCc3ccc4ccccc4n3)cc2n1Cc1ccccc1)C(=O)O. RXN SMILES: [Cl:1][CH2:2][c:3]1[cH:4][cH:5][cH:6][cH:7][cH:8]1.[c:9]1([S:10](=[O:11])(=[O:12])[n:18]2[c:19]([CH2:47][C:48]([C:49](=[O:50])[OH:51])([CH3:52])[CH3:53])[c:20]([CH2:39][c:40]3[cH:41][cH:42][c:43]([Cl:46])[cH:44][cH:45]3)[c:21]3[cH:22][cH:23][c:24]([O:27][CH2:28][c:29]4[n:30][c:31]5[cH:32][cH:33][cH:34][cH:35][c:36]5[cH:37][cH:38]4)[cH:25][c:26]23)[cH:13][cH:14][cH:15][cH:16][cH:17]1>>[CH2:2]([c:3]1[cH:4][cH:5][cH:6][cH:7][cH:8]1)[n:18]1[c:19]([CH2:47][C:48]([C:49](=[O:50])[OH:51])([CH3:52])[CH3:53])[c:20]([CH2:39][c:40]2[cH:41][cH:42][c:43]([Cl:46])[cH:44][cH:45]2)[c:21]2[cH:22][cH:23][c:24]([O:27][CH2:28][c:29]3[n:30][c:31]4[cH:32][cH:33][cH:34][cH:35][c:36]4[cH:37][cH:38]3)[cH:25][c:26]12. The reactants are FC1=CC=C(C=C1)C1C(CC(CC1)=O)=O (4-(4-fluorophenyl)cyclohexane-1,3-dione), C(C)(=O)OC(C)=O (acetic anhydride). The reagents and catalysts are CN(C)C1=CC=NC=C1 (4-(N,N-dimethylamino) pyridine). The solvent is C1(=CC=CC=C1)C (toluene). The product is C(C)(=O)C=1C(CCC(C1O)C1=CC=C(C=C1)F)=O (2-acetyl-3-hydroxy-4-(4-fluorophenyl)cyclohex-2-ene-1-one), solid. As a reaction SMILES: [F:1][C:2]1[CH:7]=[CH:6][C:5]([CH:8]2[CH2:13][CH2:12][C:11](=[O:14])[CH2:10][C:9]2=[O:15])=[CH:4][CH:3]=1.[C:16](OC(=O)C)(=[O:18])[CH3:17]>CN(C1C=CN=CC=1)C.C1(C)C=CC=CC=1>[C:16]([C:10]1[C:11](=[O:14])[CH2:12][CH2:13][CH:8]([C:5]2[CH:4]=[CH:3][C:2]([F:1])=[CH:7][CH:6]=2)[C:9]=1[OH:15])(=[O:18])[CH3:17]. Procedure details: A solution of 4-(4-fluorophenyl)cyclohexane-1,3-dione (4 g), acetic anhydride (6 ml) and 4-(N,N-dimethylamino) pyridine (0.2 g) in toluene (50 ml) was refluxed 3 hours. Evaporation of the toluene in vacuo gave a red oil, which, after purification on a silica gel column using 5% (v/v) diethyl ether-methylene chloride as eluant, gave the title compound as a yeoolw solid (4 g) of m.p. 67°-68° C. Reactants: B, CCN(CC)CCN1C(=O)CCc2cc([N+](=O)[O-])ccc21, C1CCOC1, CO. Yields the product CCN(CC)CCN1CCCc2cc([N+](=O)[O-])ccc21. As a reaction SMILES: [BH3:22].[CH2:1]([CH3:2])[N:3]([CH2:4][CH2:5][N:6]1[C:7](=[O:19])[CH2:8][CH2:9][c:10]2[cH:11][c:12]([N+:16](=[O:17])[O-:18])[cH:13][cH:14][c:15]21)[CH2:20][CH3:21].[CH2:23]1[O:24][CH2:25][CH2:26][CH2:27]1.[CH3:28][OH:29]>>[CH2:1]([CH3:2])[N:3]([CH2:4][CH2:5][N:6]1[CH2:7][CH2:8][CH2:9][c:10]2[cH:11][c:12]([N+:16](=[O:17])[O-:18])[cH:13][cH:14][c:15]21)[CH2:20][CH3:21]. Starting materials: Oc1cccnc1Br, Cc1ccccc1, CCO, OB(O)c1ccc(F)cc1, [Na+], [Na+], O=C([O-])[O-], O. Product: Oc1cccnc1-c1ccc(F)cc1. Reaction SMILES: [Br:1][c:2]1[n:3][cH:4][cH:5][cH:6][c:7]1[OH:8].[CH3:15][c:16]1[cH:17][cH:18][cH:19][cH:20][cH:21]1.[CH3:32][CH2:33][OH:34].[F:22][c:23]1[cH:24][cH:25][c:26]([B:29]([OH:30])[OH:31])[cH:27][cH:28]1.[Na+:10].[Na+:9].[O-:11][C:12](=[O:13])[O-:14].[OH2:35]>>[c:2]1(-[c:26]2[cH:25][cH:24][c:23]([F:22])[cH:28][cH:27]2)[n:3][cH:4][cH:5][cH:6][c:7]1[OH:8]. Starting materials: Cl (hydrochloric acid), C(C1=CC=CC=C1)SC[C@H](N)C(=O)O (S-benzyl-L-cysteine), C(C1=CC=CC=C1)SCC(C(=O)Cl)(C)C (3-benzylthio-2,2-dimethylpropionyl chloride). The solvent is [OH-].[Na+] (sodium hydroxide), CCOCC (ether). Run at time 20 minute. Yields the product C(C1=CC=CC=C1)SC[C@H](NC(C(CSCC1=CC=CC=C1)(C)C)=O)C(=O)O (S-Benzyl-N-(3-Benzylthio-2,2-Dimethylpropionyl)-L-Cysteine). Yield: 85.4%. As a reaction SMILES: [CH2:1]([S:8][CH2:9][C@@H:10]([C:12]([OH:14])=[O:13])[NH2:11])[C:2]1[CH:7]=[CH:6][CH:5]=[CH:4][CH:3]=1.[CH2:15]([S:22][CH2:23][C:24]([CH3:29])([CH3:28])[C:25](Cl)=[O:26])[C:16]1[CH:21]=[CH:20][CH:19]=[CH:18][CH:17]=1.Cl>[OH-].[Na+].CCOCC>[CH2:1]([S:8][CH2:9][C@@H:10]([C:12]([OH:14])=[O:13])[NH:11][C:25](=[O:26])[C:24]([CH3:28])([CH3:29])[CH2:23][S:22][CH2:15][C:16]1[CH:21]=[CH:20][CH:19]=[CH:18][CH:17]=1)[C:2]1[CH:7]=[CH:6][CH:5]=[CH:4][CH:3]=1 |f:3.4|. Reported procedure: To a stirred solution of S-benzyl-L-cysteine(11.5 g) in 2N sodium hydroxide solution(68 ml), 3-benzylthio-2,2-dimethylpropionyl chloride (14.6 g) dissolved in ether(10 ml) was added dropwise under ice-cooling. After the addition, the reaction mixture was stirred for 20 minutes under ice-cooling and 2 hours at room temperature. The reaction mixture was acidified with 6N hydrochloric acid and extracted with ethyl acetate. The organic layer was washed with saturated sodium chloride solution, dried ... The reactants are C(C=CC1=CC=CC=C1)OC(C(C(=O)C)=CC1=CC(=CC=C1)[N+](=O)[O-])=O (2-(3-nitrobenzylidene)acetoacetic acid cinnamyl ester), COC(\C=C(\C)/N)=O (3-aminocrotonic acid methyl ester). The product is [N+](=O)([O-])C=1C=C(C=CC1)C1C(=C(NC(=C1C(=O)OC)C)C)C(=O)OCC=CC1=CC=CC=C1 (cinnamyl methyl 4-(3-nitrophenyl)-2,6-dimethyl-1,4-dihydropyridine-3,5-dicarboxylate). The yield is 67.0%. Reaction SMILES: [CH2:1]([O:10][C:11](=[O:26])[C:12](=[CH:16][C:17]1[CH:22]=[CH:21][CH:20]=[C:19]([N+:23]([O-:25])=[O:24])[CH:18]=1)[C:13]([CH3:15])=O)[CH:2]=[CH:3][C:4]1[CH:9]=[CH:8][CH:7]=[CH:6][CH:5]=1.[CH3:27][O:28][C:29](=[O:34])/[CH:30]=[C:31](\[NH2:33])/[CH3:32]>>[N+:23]([C:19]1[CH:18]=[C:17]([CH:16]2[C:30]([C:29]([O:28][CH3:27])=[O:34])=[C:31]([CH3:32])[NH:33][C:13]([CH3:15])=[C:12]2[C:11]([O:10][CH2:1][CH:2]=[CH:3][C:4]2[CH:9]=[CH:8][CH:7]=[CH:6][CH:5]=2)=[O:26])[CH:22]=[CH:21][CH:20]=1)([O-:25])=[O:24]. Procedure details: 3.51 g (10 mM) of 2-(3-nitrobenzylidene)acetoacetic acid cinnamyl ester was mixed with 1.38 g (12 mM) of 3-aminocrotonic acid methyl ester, and heated at 120° for 3 hours. The reaction mixture was separated by silica gel column chromatography, and 3.00 g of cinnamyl methyl 4-(3-nitrophenyl)-2,6-dimethyl-1,4-dihydropyridine-3,5-dicarboxylate (trans) was obtained (yield 67%). This derivative was recrystallized once with methanol. Starting materials: [NH2-].[Li+] (lithium amide), N (ammonia), [Li] (lithium), N (ammonia), ferrous sulfate, N (ammonia), ClCCCC(=O)O (4-chlorobutyric acid), C(CCCCCCC)C1=CC=C(CC#C)C=C1 (p-(n-octyl)benzylacetylene). Product: C(CCCCCCC)C1=CC=C(C=C1)CC#CCCCC(=O)O (7-[p-(n-octyl)phenyl]hept-5-ynoic acid). As a reaction SMILES: [NH2-].[Li+].N.[Li].Cl[CH2:6][CH2:7][CH2:8][C:9]([OH:11])=[O:10].[CH2:12]([C:20]1[CH:28]=[CH:27][C:23]([CH2:24][C:25]#[CH:26])=[CH:22][CH:21]=1)[CH2:13][CH2:14][CH2:15][CH2:16][CH2:17][CH2:18][CH3:19]>>[CH2:12]([C:20]1[CH:21]=[CH:22][C:23]([CH2:24][C:25]#[C:26][CH2:6][CH2:7][CH2:8][C:9]([OH:11])=[O:10])=[CH:27][CH:28]=1)[CH2:13][CH2:14][CH2:15][CH2:16][CH2:17][CH2:18][CH3:19] |f:0.1,^1:3|. Procedure: A solution of lithium amide in liquid ammonia is prepared by the addition of lithium metal (2 mmoles) to liquid ammonia containing a trace amount of ferrous sulfate. To this solution is added 4-chlorobutyric acid (1 mmole) and p-(n-octyl)benzylacetylene (1 mmole, prepared as described in paragraph B of this example). After a suitable time at refluxing liquid ammonia temperatures, the ammonia is removed by evaporation and the residue dissolved in 10% sodium hydroxide solution. After extraction wi...